This data is from the Open Reaction Database (ORD), a public repository of structured organic reaction records. The task is: describe an organic reaction: reactants, conditions, products, and yield The reactants are C1(=CC=CC=C1)NC1=NC=2C=C(C=CC2C2=C1C=CS2)C(=O)O (4-(phenylamino)thieno[3,2-c]quinoline-7-carboxylic acid), CS(=O)(=O)N (methyl sulfonamide), CCN=C=NCCCN(C)C (EDCI), O (water). The reagents and catalysts are CN(C)C=1C=CN=CC1 (DMAP). Run in CN(C)C=O (DMF). Reaction conditions: time 5 hour. Product: CS(=O)(=O)NC(=O)C=1C=CC=2C3=C(C(=NC2C1)NC1=CC=CC=C1)C=CS3 (N-(methylsulfonyl)-4-(phenylamino)thieno[3,2-c]quinoline-7-carboxamide). The yield is 80.6%. RXN SMILES: [C:1]1([NH:7][C:8]2[C:17]3[CH:18]=[CH:19][S:20][C:16]=3[C:15]3[CH:14]=[CH:13][C:12]([C:21]([OH:23])=O)=[CH:11][C:10]=3[N:9]=2)[CH:6]=[CH:5][CH:4]=[CH:3][CH:2]=1.[CH3:24][S:25]([NH2:28])(=[O:27])=[O:26].CCN=C=NCCCN(C)C.O>CN(C1C=CN=CC=1)C.CN(C=O)C>[CH3:24][S:25]([NH:28][C:21]([C:12]1[CH:13]=[CH:14][C:15]2[C:16]3[S:20][CH:19]=[CH:18][C:17]=3[C:8]([NH:7][C:1]3[CH:6]=[CH:5][CH:4]=[CH:3][CH:2]=3)=[N:9][C:10]=2[CH:11]=1)=[O:23])(=[O:27])=[O:26]. Procedure details: 4-(phenylamino)thieno[3,2-c]quinoline-7-carboxylic acid (6 mg) was reacted with methyl sulfonamide (120 mg), EDCI (80 mg) and DMAP (20 mg) in anhydrous DMF (0.5 ml). After 5 hours, water was added and the solution subjected to preparative HPLC. Genevac evaporation provided N-(methylsulfonyl)-4-(phenylamino)thieno[3,2-c]quinoline-7-carboxamide as a solid (6 mg, 81% yield). LCMS (ES): 95% pure, m/z 398 [M+1]+. Starting materials: C(C1=CC=CC=C1)N1C(CCC1)C1=C2C=CC(=CC2=CC=C1)S(=O)(=O)OC1=C(C(=C(C(=C1F)F)F)F)F (perfluorophenyl 5-(1-benzylpyrrolidin-2-yl)naphthalene-2-sulfonate), S1N=CN=C1N (1,2,4-thiadiazol-5-amine), C1CCOC1 (THF), CC(C)(C)[O-].[Li+] (lithium 2-methylpropan-2-olate), 5-g. The solvent is C(Cl)Cl (DCM). Conditions: time 1 hour. Yields the product C(C1=CC=CC=C1)N1C(CCC1)C1=C2C=CC(=CC2=CC=C1)S(=O)(=O)NC1=NC=NS1 (5-(1-benzylpyrrolidin-2-yl)-N-(1,2,4-thiadiazol-5-yl)naphthalene-2-sulfonamide). The yield is 60.9%. RXN SMILES: [CH2:1]([N:8]1[CH2:12][CH2:11][CH2:10][CH:9]1[C:13]1[CH:22]=[CH:21][CH:20]=[C:19]2[C:14]=1[CH:15]=[CH:16][C:17]([S:23](OC1C(F)=C(F)C(F)=C(F)C=1F)(=[O:25])=[O:24])=[CH:18]2)[C:2]1[CH:7]=[CH:6][CH:5]=[CH:4][CH:3]=1.[S:38]1[C:42]([NH2:43])=[N:41][CH:40]=[N:39]1.C1COCC1.CC([O-])(C)C.[Li+]>C(Cl)Cl>[CH2:1]([N:8]1[CH2:12][CH2:11][CH2:10][CH:9]1[C:13]1[CH:22]=[CH:21][CH:20]=[C:19]2[C:14]=1[CH:15]=[CH:16][C:17]([S:23]([NH:43][C:42]1[S:38][N:39]=[CH:40][N:41]=1)(=[O:25])=[O:24])=[CH:18]2)[C:2]1[CH:7]=[CH:6][CH:5]=[CH:4][CH:3]=1 |f:3.4|. Reported procedure: A flask was charged with perfluorophenyl 5-(1-benzylpyrrolidin-2-yl)naphthalene-2-sulfonate (INTERMEDIATE LL) (24.8 mg, 0.046 mmol), 1,2,4-thiadiazol-5-amine (5.64 mg, 0.056 mmol), and THF (465 μl) to give a clear, colorless solution. The flask was cooled in an ice-bath for 5 min, then lithium 2-methylpropan-2-olate (1M in hexane) (102 μl, 0.102 mmol) was added dropwise. After 1 h, the mixture was loaded directly onto a 5-g silica gel loading column with the aid of DCM. The column was dried unde... Reactants: CCOc1cc(CN2CCC(N)CC2)ccc1OC, CC1(C)OC(C)(C)c2nc(Cl)ncc21, [H-], [Na+], CN(C)C=O. Product: CCOc1cc(CN2CCC(Nc3ncc4c(n3)C(C)(C)OC4(C)C)CC2)ccc1OC. Reaction SMILES: [CH2:1]([CH3:2])[O:3][c:4]1[cH:5][c:6]([CH2:7][N:8]2[CH2:9][CH2:10][CH:11]([NH2:14])[CH2:12][CH2:13]2)[cH:15][cH:16][c:17]1[O:18][CH3:19].[Cl:22][c:23]1[n:24][cH:25][c:26]2[c:27]([n:28]1)[C:29]([CH3:34])([CH3:35])[O:30][C:31]2([CH3:32])[CH3:33].[H-:20].[Na+:21].[O:36]=[CH:37][N:38]([CH3:39])[CH3:40]>>[CH2:1]([CH3:2])[O:3][c:4]1[cH:5][c:6]([CH2:7][N:8]2[CH2:9][CH2:10][CH:11]([NH:14][c:23]3[n:24][cH:25][c:26]4[c:27]([n:28]3)[C:29]([CH3:34])([CH3:35])[O:30][C:31]4([CH3:32])[CH3:33])[CH2:12][CH2:13]2)[cH:15][cH:16][c:17]1[O:18][CH3:19].